Dataset: the Open Reaction Database (ORD), a public repository of structured organic reaction records. Task: describe an organic reaction: reactants, conditions, products, and yield Starting materials: C1CCNCC1, CS(C)=O, O=C(O)c1cn(Cc2ccc(Cl)nn2)c2c(F)cccc2c1=O. Product: O=C(O)c1cn(Cc2ccc(N3CCCCC3)nn2)c2c(F)cccc2c1=O. RXN SMILES: [CH2:24]1[CH2:25][CH2:26][NH:27][CH2:28][CH2:29]1.[CH3:30][S:31]([CH3:32])=[O:33].[Cl:1][c:2]1[cH:3][cH:4][c:5]([CH2:8][n:9]2[cH:10][c:11]([C:21](=[O:22])[OH:23])[c:12](=[O:20])[c:13]3[cH:14][cH:15][cH:16][c:17]([F:19])[c:18]23)[n:6][n:7]1>>[c:2]1([N:27]2[CH2:26][CH2:25][CH2:24][CH2:29][CH2:28]2)[cH:3][cH:4][c:5]([CH2:8][n:9]2[cH:10][c:11]([C:21](=[O:22])[OH:23])[c:12](=[O:20])[c:13]3[cH:14][cH:15][cH:16][c:17]([F:19])[c:18]23)[n:6][n:7]1. Reactants: BrC=1C=C2CN(C(C2=C(C1)Cl)=O)CC1=CC=C(C=C1)OC(F)(F)F (5-Bromo-7-chloro-2-(4-trifluoromethoxybenzyl)-2,3-dihydroisoindol-1-one), C(C)(C)(C)OC(=O)N1CCC(=CC1)B1OC(C(O1)(C)C)(C)C (4-(4,4,5,5-Tetramethyl-[1,3,2]-dioxaborolan-2-yl)-3,6-dihydro-2H-pyridine-1-carboxylic acid tert butyl ester), C([O-])([O-])=O.[K+].[K+] (potassium carbonate). The reagents and catalysts are C1=CC=C(C=C1)P([C-]2C=CC=C2)C3=CC=CC=C3.C1=CC=C(C=C1)P([C-]2C=CC=C2)C3=CC=CC=C3.Cl[Pd]Cl.[Fe+2] (PdCl2(dppf)). Solvent: CN(C=O)C (dimethyl formamide). Run at temperature 110 celsius. Yields the product C(C)(C)(C)OC(=O)N1CCC(=CC1)C=1C=C2CN(C(C2=C(C1)Cl)=O)CC1=CC=C(C=C1)OC(F)(F)F (4-[7-Chloro-1-oxo-2-(4-trifluoromethoxybenzyl)-2,3-dihydro-1H-isoindol-5-yl]-3,6-dihydro-2H-pyridine-1-carboxylic acid tert-butyl ester). The yield is 23.3%. Reaction SMILES: Br[C:2]1[CH:3]=[C:4]2[C:8](=[C:9]([Cl:11])[CH:10]=1)[C:7](=[O:12])[N:6]([CH2:13][C:14]1[CH:19]=[CH:18][C:17]([O:20][C:21]([F:24])([F:23])[F:22])=[CH:16][CH:15]=1)[CH2:5]2.[C:25]([O:29][C:30]([N:32]1[CH2:37][CH:36]=[C:35](B2OC(C)(C)C(C)(C)O2)[CH2:34][CH2:33]1)=[O:31])([CH3:28])([CH3:27])[CH3:26].C(=O)([O-])[O-].[K+].[K+]>CN(C)C=O.C1C=CC(P(C2C=CC=CC=2)[C-]2C=CC=C2)=CC=1.C1C=CC(P(C2C=CC=CC=2)[C-]2C=CC=C2)=CC=1.Cl[Pd]Cl.[Fe+2]>[C:25]([O:29][C:30]([N:32]1[CH2:33][CH:34]=[C:35]([C:2]2[CH:3]=[C:4]3[C:8](=[C:9]([Cl:11])[CH:10]=2)[C:7](=[O:12])[N:6]([CH2:13][C:14]2[CH:19]=[CH:18][C:17]([O:20][C:21]([F:23])([F:22])[F:24])=[CH:16][CH:15]=2)[CH2:5]3)[CH2:36][CH2:37]1)=[O:31])([CH3:28])([CH3:26])[CH3:27] |f:2.3.4,6.7.8.9|. Reported procedure: 5-Bromo-7-chloro-2-(4-trifluoromethoxybenzyl)-2,3-dihydroisoindol-1-one (190.0 mg, 0.452 mmol), 4-(4,4,5,5-Tetramethyl-[1,3,2]-dioxaborolan-2-yl)-3,6-dihydro-2H-pyridine-1-carboxylic acid tert butyl ester (140.0 mg, 0.452 mmol), potassium carbonate (187.0 mg, 1.36 mmol), and PdCl2(dppf) (37.0 mg, 0.045 mmol) were suspended in anhydrous dimethyl formamide (2 mL) and the mixture was heated to 110° C. After nineteen hours, the heating was stopped and the cooled reaction mixture was partitioned betw...